Dataset: the Open Reaction Database (ORD), a public repository of structured organic reaction records. Task: describe an organic reaction: reactants, conditions, products, and yield Starting materials: N([C@@H]([C@@H](C)CC)C(=O)N[C@@H](CC1=CC=CC=C1)C(=O)OCC=C)C(=O)OC(C)(C)C (Boc-Ile-Phe-Oallyl), TEA, N1([C@H](C(=O)O)CCC1)C(=O)OC(C)(C)C (Boc-Pro), CCN=C=NCCCN(C)C.Cl (EDCl), Cl (HCl), N[C@@H]([C@@H](C)CC)C(=O)N[C@@H](CC1=CC=CC=C1)C(=O)OCC=C (Ile-Phe-Oallyl), C=1C=CC2=C(C1)N=NN2O (HOBt). The solvent is CN(C)C=O (DMF). The product is N1([C@H](C(=O)N[C@@H]([C@@H](C)CC)C(=O)N[C@@H](CC2=CC=CC=C2)C(=O)OCC=C)CCC1)C(=O)OC(C)(C)C (Boc-Pro-Ile-Phe-Oallyl). The yield is 73.0%. As a reaction SMILES: [NH:1]([C:24]([O:26]C(C)(C)C)=O)[C@H:2]([C:7]([NH:9][C@H:10]([C:18]([O:20][CH2:21][CH:22]=[CH2:23])=[O:19])[CH2:11][C:12]1[CH:17]=[CH:16][CH:15]=[CH:14][CH:13]=1)=[O:8])[C@H:3]([CH2:5][CH3:6])[CH3:4].Cl.N[C@H](C(N[C@H](C(OCC=C)=O)CC1C=CC=CC=1)=O)[C@H](CC)C.[N:55]1([C:63]([O:65][C:66]([CH3:69])([CH3:68])[CH3:67])=[O:64])[CH2:62][CH2:61][CH2:60][C@H:56]1C(O)=O.C1C=CC2N(O)N=NC=2C=1.CCN=C=NCCCN(C)C.Cl>CN(C=O)C>[N:55]1([C:63]([O:65][C:66]([CH3:69])([CH3:68])[CH3:67])=[O:64])[CH2:62][CH2:61][CH2:60][C@H:56]1[C:24]([NH:1][C@H:2]([C:7]([NH:9][C@H:10]([C:18]([O:20][CH2:21][CH:22]=[CH2:23])=[O:19])[CH2:11][C:12]1[CH:13]=[CH:14][CH:15]=[CH:16][CH:17]=1)=[O:8])[C@H:3]([CH2:5][CH3:6])[CH3:4])=[O:26] |f:5.6|. Procedure: After cleavage of the Boc group from Boc-Ile-Phe-Oallyl according to general procedure D, the HCl salt of Ile-Phe-Oallyl was coupled to Boc-Pro in DMF (60 ml) via general procedure C, by using TEA (1.94 ml, 13.9 mmol), HOBt (3.047 g, 19.9 mmol), and EDCl (2.79 g. 14.6 mmol). After workup, the product was crystallized from cold EthOAc to give the title compound in 73% yield as a white solid. Rf=0.30 (50% EthOAc/hexane). [α]D23=−60.5 (c 0.585, CHC3). FABMS (C28H41N3O6) found 516.3 (M+H+). Starting materials: C([O-])([O-])=O.[K+].[K+] (potassium carbonate), ClC=1C(=C(C(=C(C1)C(C)=O)O)CCC)O (1-(5-chloro-2,4-dihydroxy-3-propylphenyl)ethanone), COC(COC1=C(C(=C(C=C1)C(C)=O)OCCCBr)CCC)=O ([4-acetyl-3-(3-bromopropoxy)-2-propylphenoxy]acetic acid methyl ester), C([O-])([O-])=O.[K+].[K+] (potassium carbonate). Solvent: CC(=O)C (acetone). Yields the product COC(COC1=C(C(=C(C=C1)C(C)=O)OCCCOC1=C(C(=C(C=C1Cl)C(C)=O)O)CCC)CCC)=O ([4-acetyl-3-[3-(4-acetyl-6-chloro-3-hydroxy-2-propylphenoxy)propoxy]-2-propylphenoxy]acetic acid methyl ester). The yield is 57.3%. RXN SMILES: [Cl:1][C:2]1[C:3]([OH:15])=[C:4]([CH2:12][CH2:13][CH3:14])[C:5]([OH:11])=[C:6]([C:8](=[O:10])[CH3:9])[CH:7]=1.[CH3:16][O:17][C:18](=[O:38])[CH2:19][O:20][C:21]1[CH:26]=[CH:25][C:24]([C:27](=[O:29])[CH3:28])=[C:23]([O:30][CH2:31][CH2:32][CH2:33]Br)[C:22]=1[CH2:35][CH2:36][CH3:37].C(=O)([O-])[O-].[K+].[K+]>CC(C)=O>[CH3:16][O:17][C:18](=[O:38])[CH2:19][O:20][C:21]1[CH:26]=[CH:25][C:24]([C:27](=[O:29])[CH3:28])=[C:23]([O:30][CH2:31][CH2:32][CH2:33][O:15][C:3]2[C:2]([Cl:1])=[CH:7][C:6]([C:8](=[O:10])[CH3:9])=[C:5]([OH:11])[C:4]=2[CH2:12][CH2:13][CH3:14])[C:22]=1[CH2:35][CH2:36][CH3:37] |f:2.3.4|. Procedure details: A mixture of 2 g (0.0088 mol) of 1-(5-chloro-2,4-dihydroxy-3-propylphenyl)ethanone, 3.39 g (0.0088 mol) of [4-acetyl-3-(3-bromopropoxy)-2-propylphenoxy]acetic acid methyl ester and 1.8 g (0.013 mol) of anhydrous potassium carbonate in 150 ml of anhydrous acetone was stirred at reflux for 20 hours. An additional 1.0 g of potassium carbonate was added and reflux was continued for a total of 35 hours. The hot reaction mixture was filtered and filtrate was concentrated in vacuo to an oil which was d... The reactants are C(#N)C1=C(C=CC2=C1C(=NCC=1N2C(=NN1)C(C)Br)C1=CC=C(C=C1)Br)C#N (7,8-dicyano-1-(α-bromoethyl)-6-(p-bromophenyl)-4H-s-triazolo[4,3-a][1,4]-benzodiazepine), C(C)NCC (diethylamine), [I-].[Na+] (sodium iodide). Product: C(#N)C1=C(C=CC2=C1C(=NCC=1N2C(=NN1)C(C)N(CC)CC)C1=CC=C(C=C1)Br)C#N (7,8-dicyano-1-[α-(diethylamino)ethyl]-6-(p-bromophenyl)-4H-s-triazolo[4,3-a][1,4]-benzodiazepine). Reaction SMILES: [C:1]([C:3]1[C:8]2[C:9]([C:20]3[CH:25]=[CH:24][C:23]([Br:26])=[CH:22][CH:21]=3)=[N:10][CH2:11][C:12]3[N:13]([C:14]([CH:17](Br)[CH3:18])=[N:15][N:16]=3)[C:7]=2[CH:6]=[CH:5][C:4]=1[C:27]#[N:28])#[N:2].[CH2:29]([NH:31][CH2:32][CH3:33])[CH3:30].[I-].[Na+]>>[C:1]([C:3]1[C:8]2[C:9]([C:20]3[CH:25]=[CH:24][C:23]([Br:26])=[CH:22][CH:21]=3)=[N:10][CH2:11][C:12]3[N:13]([C:14]([CH:17]([N:31]([CH2:32][CH3:33])[CH2:29][CH3:30])[CH3:18])=[N:15][N:16]=3)[C:7]=2[CH:6]=[CH:5][C:4]=1[C:27]#[N:28])#[N:2] |f:2.3|. Reported procedure: In the manner given in Example 1, 7,8-dicyano-1-(α-bromoethyl)-6-(p-bromophenyl)-4H-s-triazolo[4,3-a][1,4]-benzodiazepine was reacted with diethylamine in the presence of sodium iodide to give 7,8-dicyano-1-[α-(diethylamino)ethyl]-6-(p-bromophenyl)-4H-s-triazolo[4,3-a][1,4]-benzodiazepine.